This data is from the Open Reaction Database (ORD), a public repository of structured organic reaction records. The task is: describe an organic reaction: reactants, conditions, products, and yield The reactants are [BH4-].[Na+] (sodium borohydride), COC(CC1=C(C=NC=C1)C#N)=O ((3-cyano-pyridine-4-yl)-acetic acid methyl ester), saturated solution, [Cl-].[NH4+] (ammonium chloride). Run in C(C)O (ethanol), C(C)OC(C)=O (ethylacetate). Conditions: time 2 hour. Product: OCCC1=CC=NC=C1C#N (4-(2-hydroxy-ethyl)-nicotinonitrile). The yield is 76.8%. Reaction SMILES: C[O:2][C:3](=O)[CH2:4][C:5]1[CH:10]=[CH:9][N:8]=[CH:7][C:6]=1[C:11]#[N:12].[BH4-].[Na+].[Cl-].[NH4+]>C(O)C.C(OC(=O)C)C>[OH:2][CH2:3][CH2:4][C:5]1[C:6]([C:11]#[N:12])=[CH:7][N:8]=[CH:9][CH:10]=1 |f:1.2,3.4|. Reported procedure: 1.58 g of (3-cyano-pyridine-4-yl)-acetic acid methyl ester was dissolved in 18 mL of ethanol and slowly added with 682 mg of sodium borohydride at −0° C. and stirred for about 2 hours. The above mixture was added with 3 mL of saturated solution of ammonium chloride, diluted with 200 mL ethylacetate. Then, the organic solvent layer was washed with water, and saturated solution of sodium chloride, dried with anhydrous sodium sulfate and filtered. The filtrate was concentreated under reduced pressu... Starting materials: [Li+].CC(C)[N-]C(C)C (LDA), C(C)(C)N(C(OC(C)(C)C)=O)C=1SC=CN1 (tert-butyl isopropyl(thiazol-2-yl)carbamate), C(CCC)[Sn](CCCC)(CCCC)Cl (Tributyltin chloride). Run in C1CCOC1 (THF), C1CCOC1 (THF). Run at temperature -78 celsius, time 2 hour. Product: C(C)(C)N(C(OC(C)(C)C)=O)C=1SC(=CN1)[Sn](CCCC)(CCCC)CCCC (tert-butyl isopropyl(5-(tributylstannyl)thiazol-2-yl)carbamate). Yield: 40.3%. Reaction SMILES: [Li+].CC([N-]C(C)C)C.[CH:9]([N:12]([C:20]1[S:21][CH:22]=[CH:23][N:24]=1)[C:13](=[O:19])[O:14][C:15]([CH3:18])([CH3:17])[CH3:16])([CH3:11])[CH3:10].[CH2:25]([Sn:29](Cl)([CH2:34][CH2:35][CH2:36][CH3:37])[CH2:30][CH2:31][CH2:32][CH3:33])[CH2:26][CH2:27][CH3:28]>C1COCC1>[CH:9]([N:12]([C:20]1[S:21][C:22]([Sn:29]([CH2:30][CH2:31][CH2:32][CH3:33])([CH2:34][CH2:35][CH2:36][CH3:37])[CH2:25][CH2:26][CH2:27][CH3:28])=[CH:23][N:24]=1)[C:13](=[O:19])[O:14][C:15]([CH3:18])([CH3:16])[CH3:17])([CH3:11])[CH3:10] |f:0.1|. Procedure: LDA (0.55M 1.1 mmol, 2M) was added to a RBF containing THF (5 mL) cooled to −78° C. A solution of tert-butyl isopropyl(thiazol-2-yl)carbamate (242 mg, 1 mmol) in THF (5 mL) was added via cannula and the resulting solution stirred for 2 h at −78° C. Tributyltin chloride (0.27 mL, 1 mmol) was added and the reaction mixture allowed to slowly warm to room temperature then stirred overnight. The reaction mixture was then quenched with NH4Cl (2 mL, sat. aq.) and diluted with water. The mixture was the... Reactants: O (Water), Cl (hydrochloric acid), Cl (hydrochloric acid), [H-].[H-].[H-].[H-].[Li+].[Al+3] (LiAlH4), ClC=1C=C(C(C(=O)O)=CC1)O (4-chlorosalicylic acid). The solvent is C1CCOC1 (THF), C(C)(=O)OCC (ethyl acetate), C1CCOC1 (THF). Conditions: time 21 hour. Product: ClC1=CC(=C(CO)C=C1)O (4-chloro-2-hydroxy-benzylalcohol). The yield is 70.4%. Reaction SMILES: [H-].[H-].[H-].[H-].[Li+].[Al+3].[Cl:7][C:8]1[CH:9]=[C:10]([OH:17])[C:11](=[CH:15][CH:16]=1)[C:12](O)=[O:13].O.Cl>C1COCC1.C(OCC)(=O)C>[Cl:7][C:8]1[CH:16]=[CH:15][C:11]([CH2:12][OH:13])=[C:10]([OH:17])[CH:9]=1 |f:0.1.2.3.4.5|. Procedure details: To 7 g of LiAlH4 in 200 ml of THF is added portionwise 15 g of 4-chlorosalicylic acid. The resulting mixture is heated under reflux for one hour, cooled and stirred at room temperature for 21 hours. Water (7 ml) in THF (50 ml) is added dropwise, followed by 1N hydrochloric acid (250 ml), concentrated hydrochloric acid (50 ml) and ethyl acetate (200 ml). After filtration on a pad of celite the two layers are separated, the organic layer washed with brine, dried over magnesium sulfate, concentrate... The reactants are NC=1C=C(C=CC1NCC1CCC(CC1)(F)F)NC(C)=O (N-(3-Amino-4-{[(4,4-difluorocyclohexyl)methyl]amino}phenyl)acetamide), CC(C(=O)Cl)(C)C (Trimethylacetyl chloride). The reagents and catalysts are CN(C)C=1C=CN=CC1 (DMAP). Run in C(Cl)Cl (DCM). Run at time 2 hour. Product: C(C)(C)(C)C1=NC2=C(N1CC1CCC(CC1)(F)F)C=CC(=C2)NC(C)=O (N-{2-tert-Butyl-1-[(4,4-difluorocyclohexyl)methyl]-1H-benzimidazol-5-yl}acetamide). RXN SMILES: [NH2:1][C:2]1[CH:3]=[C:4]([NH:18][C:19](=[O:21])[CH3:20])[CH:5]=[CH:6][C:7]=1[NH:8][CH2:9][CH:10]1[CH2:15][CH2:14][C:13]([F:17])([F:16])[CH2:12][CH2:11]1.[CH3:22][C:23]([CH3:28])([CH3:27])[C:24](Cl)=O>C(Cl)Cl.CN(C1C=CN=CC=1)C>[C:23]([C:28]1[N:8]([CH2:9][CH:10]2[CH2:15][CH2:14][C:13]([F:17])([F:16])[CH2:12][CH2:11]2)[C:7]2[CH:6]=[CH:5][C:4]([NH:18][C:19](=[O:21])[CH3:20])=[CH:3][C:2]=2[N:1]=1)([CH3:27])([CH3:24])[CH3:22]. Procedure: N-(3-Amino-4-{[(4,4-difluorocyclohexyl)methyl]amino}phenyl)acetamide (1.32 g, 4.44 mmol) was dissolved in 100 mL of DCM containing DMAP (108 mg, 0.89 mmol). Trimethylacetyl chloride (0.60 mL, 4.88 mmol) was added dropwise and the solution was stirred at rt for 2 h. The solution washed with saturated aqueous NaHCO3 solution, saturated aqueous NaCl solution and dried over anhydrous Na2SO4. Part of the product precipitated during the washings and was filtered. The organic phase was evaporated and c... The reactants are CC(=O)O[BH-](OC(C)=O)OC(C)=O, CCOC(C)=O, CO, CC(C)O, NC1CCN(C(=O)COCc2cc(C(F)(F)F)ccn2)C1, [Na+], O=C1CCC(O)(c2ccc(-c3ncccn3)cn2)CC1. The product is O=C(COCc1cc(C(F)(F)F)ccn1)N1CCC(NC2CCC(O)(c3ccc(-c4ncccn4)cn3)CC2)C1. As a reaction SMILES: [C:42]([O:43][BH-:44]([O:45][C:46](=[O:47])[CH3:48])[O:49][C:50](=[O:51])[CH3:52])(=[O:53])[CH3:54].[CH3:56][CH2:57][O:58][C:59]([CH3:60])=[O:61].[CH3:62][OH:63].[CH:64]([OH:65])([CH3:66])[CH3:67].[F:1][C:2]([c:3]1[cH:4][c:5]([CH2:9][O:10][CH2:11][C:12](=[O:13])[N:14]2[CH2:15][CH:16]([NH2:19])[CH2:17][CH2:18]2)[n:6][cH:7][cH:8]1)([F:20])[F:21].[Na+:55].[OH:22][C:23]1([c:30]2[n:31][cH:32][c:33](-[c:36]3[n:37][cH:38][cH:39][cH:40][n:41]3)[cH:34][cH:35]2)[CH2:24][CH2:25][C:26](=[O:29])[CH2:27][CH2:28]1>>[F:1][C:2]([c:3]1[cH:4][c:5]([CH2:9][O:10][CH2:11][C:12](=[O:13])[N:14]2[CH2:15][CH:16]([NH:19][CH:26]3[CH2:25][CH2:24][C:23]([OH:22])([c:30]4[n:31][cH:32][c:33](-[c:36]5[n:37][cH:38][cH:39][cH:40][n:41]5)[cH:34][cH:35]4)[CH2:28][CH2:27]3)[CH2:17][CH2:18]2)[n:6][cH:7][cH:8]1)([F:20])[F:21]. Reactants: CCOC1CN(C(C)=O)CC1Nc1nc(CC)c(-c2ccc(Cl)cc2Cl)nc1CC, CC(C)OC(=O)Cl. Product: CCOC1CN(C(=O)OC(C)C)CC1Nc1nc(CC)c(-c2ccc(Cl)cc2Cl)nc1CC. As a reaction SMILES: [C:1](=[O:2])([CH3:3])[N:4]1[CH2:5][CH:6]([NH:12][c:13]2[n:14][c:15]([CH2:29][CH3:30])[c:16](-[c:21]3[c:22]([Cl:28])[cH:23][c:24]([Cl:27])[cH:25][cH:26]3)[n:17][c:18]2[CH2:19][CH3:20])[CH:7]([O:9][CH2:10][CH3:11])[CH2:8]1.[Cl:31][C:32](=[O:33])[O:34][CH:35]([CH3:36])[CH3:37]>>[N:4]1([C:32](=[O:33])[O:34][CH:35]([CH3:36])[CH3:37])[CH2:5][CH:6]([NH:12][c:13]2[n:14][c:15]([CH2:29][CH3:30])[c:16](-[c:21]3[c:22]([Cl:28])[cH:23][c:24]([Cl:27])[cH:25][cH:26]3)[n:17][c:18]2[CH2:19][CH3:20])[CH:7]([O:9][CH2:10][CH3:11])[CH2:8]1. Reactants: O1C(CC(C(=O)OC(C)(C)C)CC2=CC=CC3=CC=CC=C23)C1 (t-butyl 4,5-epoxy-2-(1-naphthylmethyl)pentanoate), CNCC1=CC=CC=C1 (N-methylbenzylamine). The solvent is CO (methanol). Product: C(C1=CC=CC=C1)N(C)CC(CC(C(=O)OC(C)(C)C)CC1=CC=CC2=CC=CC=C12)O (t-Butyl 5-(N-benzyl-N-methylamino)-4-hydroxy-2-(1-naphthylmethyl)pentanoate). The yield is 94.4%. Reaction SMILES: [O:1]1[CH2:23][CH:2]1[CH2:3][CH:4]([CH2:12][C:13]1[C:22]2[C:17](=[CH:18][CH:19]=[CH:20][CH:21]=2)[CH:16]=[CH:15][CH:14]=1)[C:5]([O:7][C:8]([CH3:11])([CH3:10])[CH3:9])=[O:6].[CH3:24][NH:25][CH2:26][C:27]1[CH:32]=[CH:31][CH:30]=[CH:29][CH:28]=1>CO>[CH2:26]([N:25]([CH2:23][CH:2]([OH:1])[CH2:3][CH:4]([CH2:12][C:13]1[C:22]2[C:17](=[CH:18][CH:19]=[CH:20][CH:21]=2)[CH:16]=[CH:15][CH:14]=1)[C:5]([O:7][C:8]([CH3:11])([CH3:9])[CH3:10])=[O:6])[CH3:24])[C:27]1[CH:32]=[CH:31][CH:30]=[CH:29][CH:28]=1. Procedure: 2.39 g (7.65 mmole) of t-butyl 4,5-epoxy-2-(1-naphthylmethyl)pentanoate (prepared as described in Preparation 11) were reacted with 1.39 g (11.5 mmole) of N-methylbenzylamine in 20 ml of methanol for 2 days. At the end of this time, the reaction mixture was concentrated by evaporation underreduced pressure, and the residue was purified by column chromatography through silica gel (eluent: a 5: 95 by volume mixture of methanol and methylene chloride), to afford 3.13 g of the title compound as a pa...